This data is from the Open Reaction Database (ORD), a public repository of structured organic reaction records. The task is: describe an organic reaction: reactants, conditions, products, and yield Starting materials: N1=C(C=CC2=CC=CC=C12)N1CC(C1)C=1C(=NC=CN1)N1CC(CC1)N (1-(3-(1-(quinolin-2-yl)azetidin-3-yl)pyrazin-2-yl)pyrrolidin-3-amine), N1=CC=CC=C1 (pyridine), N1(CCCC1)C1=CC=NC=C1 (4-(pyrrolidin-1-yl)pyridine), C(OC)(=O)Cl (Methyl carbonochloridate), crude product. The solvent is C(Cl)Cl (DCM). Run at time 8 hour. Yields the product N1=C(C=CC2=CC=CC=C12)N1CC(C1)C=1C(=NC=CN1)N1CC(CC1)NC(OC)=O (methyl (1-(3-(1-(quinolin-2-yl)azetidin-3-yl)pyrazin-2-yl)pyrrolidin-3-yl)carbamate). RXN SMILES: [N:1]1[C:10]2[C:5](=[CH:6][CH:7]=[CH:8][CH:9]=2)[CH:4]=[CH:3][C:2]=1[N:11]1[CH2:14][CH:13]([C:15]2[C:16]([N:21]3[CH2:25][CH2:24][CH:23]([NH2:26])[CH2:22]3)=[N:17][CH:18]=[CH:19][N:20]=2)[CH2:12]1.N1C=CC=CC=1.N1(C2C=CN=CC=2)CCCC1.[C:44](Cl)(=[O:47])[O:45][CH3:46]>C(Cl)Cl>[N:1]1[C:10]2[C:5](=[CH:6][CH:7]=[CH:8][CH:9]=2)[CH:4]=[CH:3][C:2]=1[N:11]1[CH2:12][CH:13]([C:15]2[C:16]([N:21]3[CH2:25][CH2:24][CH:23]([NH:26][C:44](=[O:47])[O:45][CH3:46])[CH2:22]3)=[N:17][CH:18]=[CH:19][N:20]=2)[CH2:14]1. Reported procedure: To a round bottomed flask was added 1-(3-(1-(quinolin-2-yl)azetidin-3-yl)pyrazin-2-yl)pyrrolidin-3-amine (0.0974 g, 0.281 mmol), pyridine (commercially available through Aldrich, 0.045 ml, 0.562 mmol), and 4-(pyrrolidin-1-yl)pyridine (PPY) (commercially available through Alfa Aesar, 0.042 g, 0.281 mmol) to stir at RT in DCM (0.937 ml). Methyl carbonochloridate (commercially available through Aldrich, 0.027 ml, 0.422 mmol) was added and allowed to stir overnight. The crude product was adsorbed on... The reactants are ClC=1N=NC(=CC1)N1N=C(C=C1C)C (3-chloro-6-(3,5-dimethyl-1-pyrazolyl)-pyridazine), BrN1C(CCC1=O)=O (N-bromosuccinimide). Run in C(Cl)(Cl)(Cl)Cl (carbon tetrachloride). Run at time 3 hour. Product: ClC=1N=NC(=CC1)N1N=C(C(=C1C)Br)C (3-chloro-6-(3,5-dimethyl-4-bromo-1-pyrazolyl)-pyridazine). Reaction SMILES: [Cl:1][C:2]1[N:3]=[N:4][C:5]([N:8]2[C:12]([CH3:13])=[CH:11][C:10]([CH3:14])=[N:9]2)=[CH:6][CH:7]=1.[Br:15]N1C(=O)CCC1=O>C(Cl)(Cl)(Cl)Cl>[Cl:1][C:2]1[N:3]=[N:4][C:5]([N:8]2[C:12]([CH3:13])=[C:11]([Br:15])[C:10]([CH3:14])=[N:9]2)=[CH:6][CH:7]=1. Reported procedure: A mixture of 2.09 g (0.01 moles) of 3-chloro-6-(3,5-dimethyl-1-pyrazolyl)-pyridazine, 21 ml of carbon tetrachloride and 1.96 g (0.011 moles) of N-bromosuccinimide is boiled under stirring for 3 hours. After cooling the precipitate is filtered, washed with carbon tetrachloride and recrystallized from ethanol. Yield: 1.44 g (50.5%); m.p.: 143°-145° C. Procedure: Alkylation of Intermediate 6 (500 mg, 1.315 mmol) with (bromomethyl)cyclobutane (178 mg, 1.578 mmol) in presence of potassium carbonate (199 mg, 1.446 mmol) in anhydrous N,N-dimethylformamide (5 mL) as described in Intermediate 7A gave 520 mg of the product as a white solid; 1H NMR (300 MHz, DMSO-d6) δ 1.40 (t, J=6.9 Hz, 3H), 1.84-1.93 (m, 4H), 2.02-2.10 (m, 2H), 2.70-2.76 (m, 1H), 3.93 (d, J=6.9 Hz, 2H), 4.41 (q, J=6.9 Hz, 2H), 7.19 (t, J=74.7 Hz, 1H), 7.20-7.28 (m, 2H), 7.42-7.51 (m, 1H), 7.54... The reactants are FC(OC=1C(=C(C=CC1)/C=C/C=1N=C2SC=CN2C1C(=O)OCC)O)F (Ethyl 6-{(E)-2-[3-(difluoromethoxy)-2-hydroxyphenyl]vinyl}imidazo[2,1-b][1,3]thiazole-5-carboxylate), FC(OC=1C(=C(C=CC1)/C=C/C=1N=C2SC=CN2C1C(=O)O)OCC(C)(C)C)F (6-{(E)-2-[3-(Difluoromethoxy)-2-(2,2-dimethylpropoxy)phenyl]vinyl}imidazo[2,1-b][1,3]thiazole-5-carboxylic acid), BrCC1CCC1 ((bromomethyl)cyclobutane), C([O-])([O-])=O.[K+].[K+] (potassium carbonate). Isolated yield 88.2%. Product: C1(CCC1)COC1=C(C=CC=C1OC(F)F)/C=C/C=1N=C2SC=CN2C1C(=O)OCC (Ethyl 6-{(E)-2-[2-(cyclobutylmethoxy)-3-(difluoromethoxy)phenyl]vinyl}imidazo[2,1-b][1,3]thiazole-5-carboxylate). The solvent is CN(C=O)C (N,N-dimethylformamide). Reaction SMILES: [F:1][CH:2]([F:26])[O:3][C:4]1[C:5]([OH:25])=[C:6](/[CH:10]=[CH:11]/[C:12]2[N:13]=[C:14]3[N:18]([C:19]=2[C:20]([O:22][CH2:23][CH3:24])=[O:21])[CH:17]=[CH:16][S:15]3)[CH:7]=[CH:8][CH:9]=1.Br[CH2:28][CH:29]1[CH2:32][CH2:31][CH2:30]1.C(=O)([O-])[O-].[K+].[K+].FC(F)OC1C(OCC(C)(C)C)=C(/C=C/C2N=C3N(C=2C(O)=O)C=CS3)C=CC=1>CN(C)C=O>[CH:29]1([CH2:28][O:25][C:5]2[C:4]([O:3][CH:2]([F:1])[F:26])=[CH:9][CH:8]=[CH:7][C:6]=2/[CH:10]=[CH:11]/[C:12]2[N:13]=[C:14]3[N:18]([C:19]=2[C:20]([O:22][CH2:23][CH3:24])=[O:21])[CH:17]=[CH:16][S:15]3)[CH2:32][CH2:31][CH2:30]1 |f:2.3.4|. Reactants: CC(=O)c1ccc(O)c(C)c1O, N#Cc1ccnc(Sc2cccc(CO)c2)c1. The product is CC(=O)c1ccc(OCc2cccc(Sc3cc(C#N)ccn3)c2)c(C)c1O. Reaction SMILES: [OH:18][c:19]1[c:20]([C:27]([CH3:28])=[O:29])[cH:21][cH:22][c:23]([OH:26])[c:24]1[CH3:25].[OH:1][CH2:2][c:3]1[cH:4][c:5]([S:9][c:10]2[cH:11][c:12]([C:13]#[N:14])[cH:15][cH:16][n:17]2)[cH:6][cH:7][cH:8]1>>[O:1]([CH2:2][c:3]1[cH:4][c:5]([S:9][c:10]2[cH:11][c:12]([C:13]#[N:14])[cH:15][cH:16][n:17]2)[cH:6][cH:7][cH:8]1)[c:23]1[cH:22][cH:21][c:20]([C:27]([CH3:28])=[O:29])[c:19]([OH:18])[c:24]1[CH3:25].